Dataset: the Open Reaction Database (ORD), a public repository of structured organic reaction records. Task: describe an organic reaction: reactants, conditions, products, and yield Yields the product OC(C(C)C)(C=1N=CN(C1)C(C1=CC=CC=C1)(C1=CC=CC=C1)C1=CC=CC=C1)C1=CC=C(C=C1)C1=CC(=CC=C1)C(=O)NC(C)C (4′-[1-hydroxy-2-methyl-1-(1-trityl-1H-imidazol-4-yl)propyl]-N-isopropyl[1,1′-biphenyl]-3-carboxamide). Starting materials: OC(C(C)C)(C=1N=CN(C1)C(C1=CC=CC=C1)(C1=CC=CC=C1)C1=CC=CC=C1)C1=CC=C(C=C1)B(O)O (4-[1-hydroxy-2-methyl-1-(1-trityl-1H-imidazol-4-yl)propyl]phenylboronic acid), BrC=1C=C(C(=O)NC(C)C)C=CC1 (3-bromo-N-isopropylbenzamide). Procedure: By the reaction in the same manner as in Example 33-(ii) using 4-[1-hydroxy-2-methyl-1-(1-trityl-1H-imidazol-4-yl)propyl]phenylboronic acid (3.40 g), 3-bromo-N-isopropylbenzamide (1.70 g) and tetrakis(triphenylphosphine)palladium(0) (0.220 g), the title compound (1.88 g) was obtained as a colorless amorphous powder. Reagents/catalysts: C=1C=CC(=CC1)[P](C=2C=CC=CC2)(C=3C=CC=CC3)[Pd]([P](C=4C=CC=CC4)(C=5C=CC=CC5)C=6C=CC=CC6)([P](C=7C=CC=CC7)(C=8C=CC=CC8)C=9C=CC=CC9)[P](C=1C=CC=CC1)(C=1C=CC=CC1)C=1C=CC=CC1 (tetrakis(triphenylphosphine)palladium(0)). As a reaction SMILES: [OH:1][C:2]([C:30]1[CH:35]=[CH:34][C:33](B(O)O)=[CH:32][CH:31]=1)([C:6]1[N:7]=[CH:8][N:9]([C:11]([C:24]2[CH:29]=[CH:28][CH:27]=[CH:26][CH:25]=2)([C:18]2[CH:23]=[CH:22][CH:21]=[CH:20][CH:19]=2)[C:12]2[CH:17]=[CH:16][CH:15]=[CH:14][CH:13]=2)[CH:10]=1)[CH:3]([CH3:5])[CH3:4].Br[C:40]1[CH:41]=[C:42]([CH:49]=[CH:50][CH:51]=1)[C:43]([NH:45][CH:46]([CH3:48])[CH3:47])=[O:44]>C1C=CC([P]([Pd]([P](C2C=CC=CC=2)(C2C=CC=CC=2)C2C=CC=CC=2)([P](C2C=CC=CC=2)(C2C=CC=CC=2)C2C=CC=CC=2)[P](C2C=CC=CC=2)(C2C=CC=CC=2)C2C=CC=CC=2)(C2C=CC=CC=2)C2C=CC=CC=2)=CC=1>[OH:1][C:2]([C:30]1[CH:35]=[CH:34][C:33]([C:50]2[CH:51]=[CH:40][CH:41]=[C:42]([C:43]([NH:45][CH:46]([CH3:48])[CH3:47])=[O:44])[CH:49]=2)=[CH:32][CH:31]=1)([C:6]1[N:7]=[CH:8][N:9]([C:11]([C:24]2[CH:29]=[CH:28][CH:27]=[CH:26][CH:25]=2)([C:18]2[CH:23]=[CH:22][CH:21]=[CH:20][CH:19]=2)[C:12]2[CH:17]=[CH:16][CH:15]=[CH:14][CH:13]=2)[CH:10]=1)[CH:3]([CH3:5])[CH3:4] |^1:55,57,76,95|. The yield is 44.8%.